The task is: describe an organic reaction: reactants, conditions, products, and yield. This data is from the Open Reaction Database (ORD), a public repository of structured organic reaction records. The solvent is C(Cl)Cl (methylene chloride). RXN SMILES: [CH3:1][C:2]1([CH3:28])[C:7]2[CH2:8][CH2:9][CH2:10][C:6]=2[C:5]2[C:11]([OH:27])=[CH:12][C:13]([CH:15]([CH3:26])[CH2:16][CH2:17][CH2:18][C:19]3[CH:24]=[CH:23][C:22]([F:25])=[CH:21][CH:20]=3)=[CH:14][C:4]=2[O:3]1.C1(N=C=NC2CCCCC2)CCCCC1.[ClH:44].[O:45]1[CH2:50][CH2:49][N:48]([CH2:51][CH2:52][CH2:53][C:54](O)=[O:55])[CH2:47][CH2:46]1>C(Cl)Cl>[ClH:44].[CH3:28][C:2]1([CH3:1])[C:7]2[CH2:8][CH2:9][CH2:10][C:6]=2[C:5]2[C:11]([O:27][C:54](=[O:55])[CH2:53][CH2:52][CH2:51][N:48]3[CH2:47][CH2:46][O:45][CH2:50][CH2:49]3)=[CH:12][C:13]([CH:15]([CH3:26])[CH2:16][CH2:17][CH2:18][C:19]3[CH:24]=[CH:23][C:22]([F:25])=[CH:21][CH:20]=3)=[CH:14][C:4]=2[O:3]1 |f:2.3,5.6|. Procedure details: 7.10 g. (18.7 mmoles) of 4,4-dimethyl-9-hydroxy-7-(4-p-fluorophenyl-1-methylbutyl)-1,2,3,4-tetrahydrocyclopenta [c] [1]benzopyran, prepared according to the method of Example 6, 4.33 g. (21.0 mmoles) of dicyclohexylcarbodiimide and 4.26 g. (20.3 mmoles) of γ-morpholinobutyric acid hydrochloride are combined with 325 ml. of methylene chloride and stirred at room temperature for a total of 24 hours. The insoluble by-product of dicyclohexylurea is separated by filtration and the methylene chloride ... The reactants are CC1(OC2=C(C3=C1CCC3)C(=CC(=C2)C(CCCC2=CC=C(C=C2)F)C)O)C (4,4-dimethyl-9-hydroxy-7-(4-p-fluorophenyl-1-methylbutyl)-1,2,3,4-tetrahydrocyclopenta [c] [1]benzopyran), C1(CCCCC1)N=C=NC1CCCCC1 (dicyclohexylcarbodiimide), Cl.O1CCN(CC1)CCCC(=O)O (γ-morpholinobutyric acid hydrochloride). Yields the product Cl.CC1(OC2=C(C3=C1CCC3)C(=CC(=C2)C(CCCC2=CC=C(C=C2)F)C)OC(CCCN2CCOCC2)=O)C (4,4-Dimethyl-7-(4-p-Fluorophenyl-1-Methylbutyl)-9-[4-(Morpholino)-Butyryloxy]-1,2,3,4-Tetrahydrocyclopenta[c] [1]Benzopyran Hydrochloride). The reactants are ClC1=C(C(=O)O)C=CC(=C1)C (2-chloro-4-methylbenzoic acid), CO (Methanol), O=S(Cl)Cl (SOCl2). Run at time 8 hour. Product: ClC1=C(C(=O)OC)C=CC(=C1)C (methyl 2-chloro-4-methylbenzoate). RXN SMILES: [Cl:1][C:2]1[CH:10]=[C:9]([CH3:11])[CH:8]=[CH:7][C:3]=1[C:4]([OH:6])=[O:5].O=S(Cl)Cl.[CH3:16]O>>[Cl:1][C:2]1[CH:10]=[C:9]([CH3:11])[CH:8]=[CH:7][C:3]=1[C:4]([O:6][CH3:16])=[O:5]. Procedure: 2-chloro-4-methylbenzoic acid (500 mg, 2.93 mmol) was dissolved in Methanol (7 mL) and SOCl2 (0.215 mL, 2.93 mmol) was slowly added to the mixture and the reaction was left at room temperature overnight. Next morning HPLC showed completion. Volatiles were removed under vacuum to afford 526 mg of the title compound as brown oil. Reactants: C(C)(=O)OC1=C(C2=C(OC(CC2)(C)CC(=O)OC)C(=C1C)C)C (methyl 2-(6-acetoxy-2,5,7,8-tetramethyl-3,4-dihydro-2H-benzo[1,2-b]pyran-2-yl)acetate), [H-].[Al+3].[Li+].[H-].[H-].[H-] (Lithium aluminum hydride), [H-].[Al+3].[Li+].[H-].[H-].[H-] (LAH), S(=O)(=O)([O-])[O-].[Na+].[Na+] (sodium sulfate). Run in CCOCC (ether), CCOCC (ether). Run at time 1 hour. Product: OC1=C(C2=C(OC(CC2)(C)CCO)C(=C1C)C)C (2-(6-hydroxy-2,5,7,8-tetramethyl-3,4-dihydro-2H-benzo[1,2-b]pyran-2-yl)ethanol). Yield: 98.0%. Reaction SMILES: [H-].[Al+3].[Li+].[H-].[H-].[H-].C([O:10][C:11]1[C:26]([CH3:27])=[C:25]([CH3:28])[C:14]2[O:15][C:16]([CH2:20][C:21](OC)=[O:22])([CH3:19])[CH2:17][CH2:18][C:13]=2[C:12]=1[CH3:29])(=O)C.S([O-])([O-])(=O)=O.[Na+].[Na+]>CCOCC>[OH:10][C:11]1[C:26]([CH3:27])=[C:25]([CH3:28])[C:14]2[O:15][C:16]([CH2:20][CH2:21][OH:22])([CH3:19])[CH2:17][CH2:18][C:13]=2[C:12]=1[CH3:29] |f:0.1.2.3.4.5,7.8.9|. Reported procedure: Lithium aluminum hydride (LAH) (8.0 g) was suspended in ether (500 ml). A solution of methyl 2-(6-acetoxy-2,5,7,8-tetramethyl-3,4-dihydro-2H-benzo[1,2-b]pyran-2-yl)acetate (12.16 g) in ether (200 ml) was added dropwise to the suspension. The mixture was stirred for 1 hour. A saturated aqueous solution of sodium sulfate was added dropwise to the reaction solution at room temperature to decompose excess LAH. The solution was filtered. The filtrate was evaporated to give the title compound (9.31 g)... Starting materials: C(C)OC(=O)N1N=C(C2=CC=C(C=C12)Cl)NC=O (3-formylamino-6-chloroindazole-1-carboxylic acid ethyl ester). Run in C(=O)O (formic acid). Product: C(C)OC(=O)N1N=C(C2=CC=C(C=C12)Cl)N (3-amino-6-chloroindazole-1-carboxylic acid ethyl ester). The yield is 71.0%. RXN SMILES: [CH2:1]([O:3][C:4]([N:6]1[C:14]2[C:9](=[CH:10][CH:11]=[C:12]([Cl:15])[CH:13]=2)[C:8]([NH:16]C=O)=[N:7]1)=[O:5])[CH3:2]>C(O)=O>[CH2:1]([O:3][C:4]([N:6]1[C:14]2[C:9](=[CH:10][CH:11]=[C:12]([Cl:15])[CH:13]=2)[C:8]([NH2:16])=[N:7]1)=[O:5])[CH3:2]. Procedure details: Analogously to Example 56, 0.085 mol of 3-amino-6-chloroindazole-1-carboxylic acid ethyl ester and 100 ml of formic acid produce 3-formylamino-6-chloroindazole-1-carboxylic acid ethyl ester in 3.5 hours at 100° C (melting point 227°-230° (decomposition), yield: 71% of theory). Starting materials: COC=1C=CC=2C[C@@H]3[C@@]4(CCC(C[C@@]4(C2C1)CCN3)=O)OC (3,14-dimethoxymorphinan-6-one), C1(CC1)CBr (cyclopropylmethyl bromide), C(=O)(O)[O-].[Na+] (NaHCO3). Run in CN(C)C=O (DMF). Run at temperature 110 celsius. Product: C1(CC1)CN1[C@H]2[C@@]3(CCC(C[C@@]3(C=3C=C(C=CC3C2)OC)CC1)=O)OC (17-cyclopropylmethyl-3,14-dimethoxymorphinan-6-one). RXN SMILES: [CH3:1][O:2][C:3]1[CH:4]=[CH:5][C:6]2[CH2:7][C@H:8]3[NH:19][CH2:18][CH2:17][C@@:14]4([C:15]=2[CH:16]=1)[C@@:9]3([O:21][CH3:22])[CH2:10][CH2:11][C:12](=[O:20])[CH2:13]4.[CH:23]1([CH2:26]Br)[CH2:25][CH2:24]1.C([O-])(O)=O.[Na+]>CN(C=O)C>[CH:23]1([CH2:26][N:19]2[CH2:18][CH2:17][C@@:14]34[C:15]5[CH:16]=[C:3]([O:2][CH3:1])[CH:4]=[CH:5][C:6]=5[CH2:7][C@@H:8]2[C@:9]3([O:21][CH3:22])[CH2:10][CH2:11][C:12](=[O:20])[CH2:13]4)[CH2:25][CH2:24]1 |f:2.3|. Procedure: A mixture of 3,14-dimethoxymorphinan-6-one (6a) (4.491 g, 14.9 mmol), cyclopropylmethyl bromide (3.017 g, 22.35 mmol) and NaHCO3 (7.50 g, 89.4 mmol) in DMF (50 ml) was refluxed under nitrogen for 16 hours at 110° C. The mixture was filtered and the DMF removed by distillation under reduced pressure. The residue was taken up in methylene chloride (150 ml) and 150 ml of water. The two layers were separated and the aqueous layer re-extracted with methylene chloride (2×100 ml). The organic solutions... The reactants are Cc1nc2cccc([N+](=O)[O-])c2c(=O)n1C1CCC(=O)NC1=O, CN(C)C=O, [OH-], [OH-], [Pd+2]. Product: Cc1nc2cccc(N)c2c(=O)n1C1CCC(=O)NC1=O. As a reaction SMILES: [CH3:1][c:2]1[n:3][c:4]2[cH:5][cH:6][cH:7][c:8]([N+:21]([O-:22])=[O:23])[c:9]2[c:10](=[O:20])[n:11]1[CH:12]1[C:13](=[O:19])[NH:14][C:15](=[O:18])[CH2:16][CH2:17]1.[O:24]=[CH:25][N:26]([CH3:27])[CH3:28].[OH-:29].[OH-:30].[Pd+2:31]>>[CH3:1][c:2]1[n:3][c:4]2[cH:5][cH:6][cH:7][c:8]([NH2:21])[c:9]2[c:10](=[O:20])[n:11]1[CH:12]1[C:13](=[O:19])[NH:14][C:15](=[O:18])[CH2:16][CH2:17]1. Product: CCOc1ccc2c(c1)CC(N(CC(COc1ccccc1)O[Si](CC)(CC)CC)C(=O)OC(C)(C)C)CCC2. Starting materials: CCI, CN(C)C=O, [H-], [Na+], [Na+], CC[Si](CC)(CC)OC(COc1ccccc1)CN(C(=O)OC(C)(C)C)C1CCCc2ccc(O)cc2C1, O=C([O-])O. RXN SMILES: [CH2:41]([CH3:42])[I:43].[CH3:49][N:50]([CH3:51])[CH:52]=[O:53].[H-:1].[Na+:2].[Na+:44].[OH:3][c:4]1[cH:5][c:6]2[c:7]([cH:39][cH:40]1)[CH2:8][CH2:9][CH2:10][CH:11]([N:13]([CH2:14][CH:15]([CH2:16][O:17][c:18]1[cH:19][cH:20][cH:21][cH:22][cH:23]1)[O:24][Si:25]([CH2:26][CH3:27])([CH2:28][CH3:29])[CH2:30][CH3:31])[C:32](=[O:33])[O:34][C:35]([CH3:36])([CH3:37])[CH3:38])[CH2:12]2.[OH:45][C:46](=[O:47])[O-:48]>>[O:3]([c:4]1[cH:5][c:6]2[c:7]([cH:39][cH:40]1)[CH2:8][CH2:9][CH2:10][CH:11]([N:13]([CH2:14][CH:15]([CH2:16][O:17][c:18]1[cH:19][cH:20][cH:21][cH:22][cH:23]1)[O:24][Si:25]([CH2:26][CH3:27])([CH2:28][CH3:29])[CH2:30][CH3:31])[C:32](=[O:33])[O:34][C:35]([CH3:36])([CH3:37])[CH3:38])[CH2:12]2)[CH2:41][CH3:42].